Dataset: the Open Reaction Database (ORD), a public repository of structured organic reaction records. Task: describe an organic reaction: reactants, conditions, products, and yield The reactants are C1CCOC1, O=[N+]([O-])c1cnccc1C1=CC(O)CCC1, CC(C)(C)OC(=O)N=NC(=O)OC(C)(C)C, O=C1NC(=O)c2ccccc21, c1ccc(P(c2ccccc2)c2ccccc2)cc1. Yields the product O=C1c2ccccc2C(=O)N1C1C=C(c2ccncc2[N+](=O)[O-])CCC1. RXN SMILES: [CH2:63]1[O:64][CH2:65][CH2:66][CH2:67]1.[N+:1](=[O:2])([O-:3])[c:4]1[cH:5][n:6][cH:7][cH:8][c:9]1[C:10]1=[CH:11][CH:12]([OH:16])[CH2:13][CH2:14][CH2:15]1.[N:47]([C:48]([O:49][C:50]([CH3:51])([CH3:52])[CH3:53])=[O:54])=[N:55][C:56]([O:57][C:58]([CH3:59])([CH3:60])[CH3:61])=[O:62].[O:36]=[C:37]1[NH:38][C:39](=[O:40])[c:41]2[cH:42][cH:43][cH:44][cH:45][c:46]21.[c:17]1([P:18]([c:19]2[cH:20][cH:21][cH:22][cH:23][cH:24]2)[c:25]2[cH:26][cH:27][cH:28][cH:29][cH:30]2)[cH:31][cH:32][cH:33][cH:34][cH:35]1>>[N+:1](=[O:2])([O-:3])[c:4]1[cH:5][n:6][cH:7][cH:8][c:9]1[C:10]1=[CH:11][CH:12]([N:38]2[C:37](=[O:36])[c:46]3[c:41]([cH:42][cH:43][cH:44][cH:45]3)[C:39]2=[O:40])[CH2:13][CH2:14][CH2:15]1. The reactants are [N+](=O)(O)[O-] (nitric acid), O.O.O.O.O.O.C([O-])([O-])=O.[Ce+3].C([O-])([O-])=O.C([O-])([O-])=O.[Ce+3] (cerium carbonate hexahydrate). Product: C([O-])([O-])=O.[Ce+3].C([O-])([O-])=O.C([O-])([O-])=O.[Ce+3] (cerium carbonate). Reaction SMILES: [N+]([O-])(O)=O.O.O.O.O.O.O.[C:11](=[O:14])([O-:13])[O-:12].[Ce+3:15].[C:16](=[O:19])([O-:18])[O-:17].[C:20](=[O:23])([O-:22])[O-:21].[Ce+3]>>[C:11](=[O:12])([O-:14])[O-:13].[Ce+3:15].[C:16](=[O:17])([O-:19])[O-:18].[C:20](=[O:21])([O-:23])[O-:22].[Ce+3:15] |f:1.2.3.4.5.6.7.8.9.10.11,12.13.14.15.16|. Reported procedure: Into 150 g of 6N nitric acid, 240 g of commercially available cerium carbonate hexahydrate was dissolved, and thereby 390 g of a cerium carbonate solution was obtained. The solution of 390 g was subjected to a centrifugal separation at the revolution number of 1000 rpm for 120 min. Immediately after a separator is stopped, 350 g of supernatant liquid was sampled. Starting materials: CCC(C)C(NC(=O)OC)C(=O)O, CCOC(C)=O, Cl, C1COCCO1, CN(C)C=O, O, COC(=O)NC(C(=O)NC(Cc1ccccc1)C(O)CN(N)Cc1ccc(-c2cnccn2)cc1)C(C)C. The product is CCC(C)C(NC(=O)OC)C(=O)NN(Cc1ccc(-c2cnccn2)cc1)CC(O)C(Cc1ccccc1)NC(=O)C(NC(=O)OC)C(C)C. RXN SMILES: [CH3:1][O:2][C:3](=[O:4])[NH:5][CH:6]([CH:7]([CH3:8])[CH2:9][CH3:10])[C:11](=[O:12])[OH:13].[CH3:65][CH2:66][O:67][C:68](=[O:69])[CH3:70].[ClH:14].[O:54]1[CH2:55][CH2:56][O:57][CH2:58][CH2:59]1.[O:60]=[CH:61][N:62]([CH3:63])[CH3:64].[OH2:53].[n:15]1[c:16](-[c:21]2[cH:22][cH:23][c:24]([CH2:27][N:28]([CH2:29][CH:30]([CH:31]([CH2:32][c:33]3[cH:34][cH:35][cH:36][cH:37][cH:38]3)[NH:39][C:40]([CH:41]([NH:42][C:43](=[O:44])[O:45][CH3:46])[CH:47]([CH3:48])[CH3:49])=[O:50])[OH:51])[NH2:52])[cH:25][cH:26]2)[cH:17][n:18][cH:19][cH:20]1>>[CH3:1][O:2][C:3](=[O:4])[NH:5][CH:6]([CH:7]([CH3:8])[CH2:9][CH3:10])[C:11](=[O:13])[NH:52][N:28]([CH2:27][c:24]1[cH:23][cH:22][c:21](-[c:16]2[n:15][cH:20][cH:19][n:18][cH:17]2)[cH:26][cH:25]1)[CH2:29][CH:30]([CH:31]([CH2:32][c:33]1[cH:34][cH:35][cH:36][cH:37][cH:38]1)[NH:39][C:40]([CH:41]([NH:42][C:43](=[O:44])[O:45][CH3:46])[CH:47]([CH3:48])[CH3:49])=[O:50])[OH:51]. The reactants are O=C(n1ccnc1)n1ccnc1, CN1CCC2(C)c3cc(O)ccc3N(C)C12, NN1CCOCC1, C1CCOC1, c1c[nH]cn1. Product: CN1CCC2(C)c3cc(OC(=O)NN4CCOCC4)ccc3N(C)C12. As a reaction SMILES: [C:17](=[O:18])([n:19]1[cH:20][cH:21][n:22][cH:23]1)[n:24]1[cH:25][cH:26][n:27][cH:28]1.[CH:1]12[N:2]([CH3:3])[CH2:4][CH2:5][C:6]1([CH3:7])[c:8]1[cH:9][c:10]([OH:11])[cH:12][cH:13][c:14]1[N:15]2[CH3:16].[NH2:34][N:35]1[CH2:36][CH2:37][O:38][CH2:39][CH2:40]1.[O:41]1[CH2:42][CH2:43][CH2:44][CH2:45]1.[nH:29]1[cH:30][cH:31][n:32][cH:33]1>>[CH:1]12[N:2]([CH3:3])[CH2:4][CH2:5][C:6]1([CH3:7])[c:8]1[cH:9][c:10]([O:11][C:17](=[O:18])[NH:34][N:35]3[CH2:36][CH2:37][O:38][CH2:39][CH2:40]3)[cH:12][cH:13][c:14]1[N:15]2[CH3:16]. The reactants are FC(F)(F)c1cccc(-c2csc(Br)n2)c1, O=C([O-])[O-], CN(C)C=O, [K+], [K+], CC(C)(C)OC(=O)N1CCNCC1, O. Yields the product CC(C)(C)OC(=O)N1CCN(c2nc(-c3cccc(C(F)(F)F)c3)cs2)CC1. Reaction SMILES: [Br:1][c:2]1[s:3][cH:4][c:5](-[c:7]2[cH:8][c:9]([C:13]([F:14])([F:15])[F:16])[cH:10][cH:11][cH:12]2)[n:6]1.[C:30](=[O:31])([O-:32])[O-:33].[CH3:37][N:38]([CH3:39])[CH:40]=[O:41].[K+:34].[K+:35].[N:17]1([C:23](=[O:24])[O:25][C:26]([CH3:27])([CH3:28])[CH3:29])[CH2:18][CH2:19][NH:20][CH2:21][CH2:22]1.[OH2:36]>>[c:2]1([N:20]2[CH2:19][CH2:18][N:17]([C:23](=[O:24])[O:25][C:26]([CH3:27])([CH3:28])[CH3:29])[CH2:22][CH2:21]2)[s:3][cH:4][c:5](-[c:7]2[cH:8][c:9]([C:13]([F:14])([F:15])[F:16])[cH:10][cH:11][cH:12]2)[n:6]1. Reactants: N1C=CC2=CC=CC=C12 (indole), COC(CBr)=O (bromoacetic acid methyl ester), [H-].[Na+] (NaH), O (water). The solvent is CN(C)C=O (DMF). Conditions: time 24 hour. Product: COC(CN1C=CC2=CC=CC=C12)=O (indol-1-yl-acetic acid methyl ester). Isolated yield 61.8%. RXN SMILES: [H-].[Na+].[NH:3]1[C:11]2[C:6](=[CH:7][CH:8]=[CH:9][CH:10]=2)[CH:5]=[CH:4]1.[CH3:12][O:13][C:14](=[O:17])[CH2:15]Br.O>CN(C=O)C>[CH3:12][O:13][C:14](=[O:17])[CH2:15][N:3]1[C:11]2[C:6](=[CH:7][CH:8]=[CH:9][CH:10]=2)[CH:5]=[CH:4]1 |f:0.1|. Reported procedure: NaH (0.6 g, 15.0 mmol.) was added, while cooling with ice, to a solution of indole (1.17 g, 10.0 mmol.) and bromoacetic acid methyl ester (1.43 ml, 15 mmol.) in DMF. (20 ml), and stirring was carried out for 24 h at RT. For working up, water (50 ml) was added to the mixture, and extraction was carried out with EE (5×20 ml). The combined extracts were dried, filtered and concentrated. Chromatography with EE/cyclohexane (1:7) yielded 1.17 g of indol-1-yl-acetic acid methyl ester in the form of a c... Starting materials: O1C(CCC1)CC(=O)NN (2-(tetrahydrofuran-2-yl)acetohydrazide), CC1=C(C(=O)N2CCC(CC2)C2=CC=C(C#N)C=C2)C=C(C(=C1)C)C1=NN=C(N1)CC1COCC1 (4-(1-(2,4-dimethyl-5-(5-((tetrahydrofuran-3-yl)methyl)-4H-1,2,4-triazol-3-yl)benzoyl)piperidin-4-yl)benzonitrile), CC1=C(C(=O)N2CCC(CC2)C2=CC=C(C#N)C=C2)C=C(C(=C1)C)C1=NN=C(N1)CC1COCC1 (4-(1-(2,4-dimethyl-5-(5-((tetrahydrofuran-3-yl)methyl)-4H-1,2,4-triazol-3-yl)benzoyl)piperidin-4-yl)benzonitrile), O1CC(CC1)CC(=O)NN (2-(tetrahydrofuran-3-yl)acetohydrazide), O1C(CCC1)CC(=O)NN (2-(tetrahydrofuran-2-yl)acetohydrazide). Product: CC1=C(C(=O)N2CCC(CC2)C2=CC=C(C#N)C=C2)C=C(C(=C1)C)C1=NN=C(N1)CC1OCCC1 (4-(1-(2,4-Dimethyl-5-(5-((tetrahydrofuran-2-yl)methyl)-4H-1,2,4-triazol-3-yl)benzoyl)piperidin-4-yl)benzonitrile). Reaction SMILES: [CH3:1][C:2]1[CH:23]=[C:22]([CH3:24])[C:21]([C:25]2[NH:29][C:28]([CH2:30]C3CCOC3)=[N:27][N:26]=2)=[CH:20][C:3]=1[C:4]([N:6]1[CH2:11][CH2:10][CH:9]([C:12]2[CH:19]=[CH:18][C:15]([C:16]#[N:17])=[CH:14][CH:13]=2)[CH2:8][CH2:7]1)=[O:5].[O:36]1[CH2:40][CH2:39][CH2:38][CH:37]1CC(NN)=O.O1CCC(CC(NN)=O)C1>>[CH3:1][C:2]1[CH:23]=[C:22]([CH3:24])[C:21]([C:25]2[NH:29][C:28]([CH2:30][CH:37]3[CH2:38][CH2:39][CH2:40][O:36]3)=[N:27][N:26]=2)=[CH:20][C:3]=1[C:4]([N:6]1[CH2:11][CH2:10][CH:9]([C:12]2[CH:19]=[CH:18][C:15]([C:16]#[N:17])=[CH:14][CH:13]=2)[CH2:8][CH2:7]1)=[O:5]. Reported procedure: The title compound was prepared using standard chemical manipulations and procedures similar to those used for the preparation of 4-(1-(2,4-dimethyl-5-(5-((tetrahydrofuran-3-yl)methyl)-4H-1,2,4-triazol-3-yl)benzoyl)piperidin-4-yl)benzonitrile (compound 130), using 2-(tetrahydrofuran-2-yl)acetohydrazide (compound 138.1) instead of 2-(tetrahydrofuran-3-yl)acetohydrazide (compound 130.4). m/z (ES+) 470 (M+H)+.